Dataset: the Open Reaction Database (ORD), a public repository of structured organic reaction records. Task: describe an organic reaction: reactants, conditions, products, and yield Starting materials: N#CC1(c2cc(F)cc(F)c2)CCOCC1, [Na+], [OH-], O=S(=O)(O)O. Product: NC(=O)C1(c2cc(F)cc(F)c2)CCOCC1. RXN SMILES: [F:1][c:2]1[cH:3][c:4]([C:9]2([C:15]#[N:16])[CH2:10][CH2:11][O:12][CH2:13][CH2:14]2)[cH:5][c:6]([F:8])[cH:7]1.[Na+:23].[OH-:22].[S:17]([OH:18])(=[O:19])(=[O:20])[OH:21]>>[F:1][c:2]1[cH:3][c:4]([C:9]2([C:15]([NH2:16])=[O:18])[CH2:10][CH2:11][O:12][CH2:13][CH2:14]2)[cH:5][c:6]([F:8])[cH:7]1. The reactants are C(C)(C)(C)OC(NC1=C(C=C(C(=C1)OC)C(F)(F)F)NC(CC(C1=CC(=CC=C1)C1=NC=CC=C1)=O)=O)=O ({5-methoxy-2-[3-oxo-3-(3-pyridin-2-yl-phenyl)-propionylamino]-4-trifluoromethyl-phenyl}-carbamic acid tert-butyl ester), C(=O)(C(F)(F)F)O (TFA). The solvent is C(Cl)Cl (CH2Cl2). The product is COC1=CC2=C(NC(CC(=N2)C2=CC(=CC=C2)C2=NC=CC=C2)=O)C=C1C(F)(F)F (7-Methoxy-4-(3-pyridin-2-yl-phenyl)-8-trifluoromethyl-1,3-dihydro-benzo[b][1,4]diazepin-2-one), solid. RXN SMILES: C(OC(=O)[NH:7][C:8]1[CH:13]=[C:12]([O:14][CH3:15])[C:11]([C:16]([F:19])([F:18])[F:17])=[CH:10][C:9]=1[NH:20][C:21](=[O:37])[CH2:22][C:23](=O)[C:24]1[CH:29]=[CH:28][CH:27]=[C:26]([C:30]2[CH:35]=[CH:34][CH:33]=[CH:32][N:31]=2)[CH:25]=1)(C)(C)C.C(O)(C(F)(F)F)=O>C(Cl)Cl>[CH3:15][O:14][C:12]1[C:11]([C:16]([F:19])([F:18])[F:17])=[CH:10][C:9]2[NH:20][C:21](=[O:37])[CH2:22][C:23]([C:24]3[CH:29]=[CH:28][CH:27]=[C:26]([C:30]4[CH:35]=[CH:34][CH:33]=[CH:32][N:31]=4)[CH:25]=3)=[N:7][C:8]=2[CH:13]=1. Reported procedure: The title compound was prepared from {5-methoxy-2-[3-oxo-3-(3-pyridin-2-yl-phenyl)-propionylamino]-4-trifluoromethyl-phenyl}-carbamic acid tert-butyl ester (Example M38) (208 mg, 0.39 mmol) by treatment with TFA in CH2Cl2 according to the general procedure N. Obtained as an off-white solid (140 mg). Starting materials: C1CNCCN1, Clc1cncc(OCc2cccc(Oc3ccccc3)c2)n1, [K+], [K+], O=C([O-])[O-]. The product is c1ccc(Oc2cccc(COc3cncc(N4CCNCC4)n3)c2)cc1. Reaction SMILES: [CH2:23]1[CH2:24][NH:25][CH2:26][CH2:27][NH:28]1.[Cl:1][c:2]1[n:3][c:4]([O:8][CH2:9][c:10]2[cH:11][c:12]([O:16][c:17]3[cH:18][cH:19][cH:20][cH:21][cH:22]3)[cH:13][cH:14][cH:15]2)[cH:5][n:6][cH:7]1.[K+:29].[K+:30].[O-:31][C:32]([O-:33])=[O:34]>>[c:2]1([N:25]2[CH2:24][CH2:23][NH:28][CH2:27][CH2:26]2)[n:3][c:4]([O:8][CH2:9][c:10]2[cH:11][c:12]([O:16][c:17]3[cH:18][cH:19][cH:20][cH:21][cH:22]3)[cH:13][cH:14][cH:15]2)[cH:5][n:6][cH:7]1.